describe an organic reaction: reactants, conditions, products, and yield From a dataset of the Open Reaction Database (ORD), a public repository of structured organic reaction records. The reactants are N (ammonia), C1CO1 (ethylene oxide), C(C)OC(CCC1=CC=NC=C1)OCC (3-(4-pyridyl)-propionaldehyde diethyl acetal), N (ammonia), ferric nitrate, [K] (potassium), [Cl-].[NH4+] (ammonium chloride). Run in C(C)OCC (diethyl ether). Conditions: time 2 hour. Product: C(C)OC(CC(CCO)C1=CC=NC=C1)OCC (1,1-diethoxy-3-(4-pyridyl)-pentan-5-ol). Isolated yield 70.0%. As a reaction SMILES: N.[K].[CH2:3]([O:5][CH:6]([O:15][CH2:16][CH3:17])[CH2:7][CH2:8][C:9]1[CH:14]=[CH:13][N:12]=[CH:11][CH:10]=1)[CH3:4].[CH2:18]1[O:20][CH2:19]1.[Cl-].[NH4+]>C(OCC)C>[CH2:16]([O:15][CH:6]([O:5][CH2:3][CH3:4])[CH2:7][CH:8]([C:9]1[CH:14]=[CH:13][N:12]=[CH:11][CH:10]=1)[CH2:18][CH2:19][OH:20])[CH3:17] |f:4.5,^1:1|. Procedure details: To stirred liquid ammonia (2 liters) was added ferric nitrate (0.1 gm) followed by potassium metal (14 gms) in 1 gram pieces over a period of 20 minutes. To the resulting solution 3-(4-pyridyl)-propionaldehyde diethyl acetal (21 gms) was added over a period of 3 minutes and a deep yellow colour was allowed to develop over a period of 2 hours. Liquid ethylene oxide (25 mls) was then added and the mixture was stirred for a further 3 hours. Solid ammonium chloride (20 gms) was added in small portio...